The task is: describe an organic reaction: reactants, conditions, products, and yield. This data is from the Open Reaction Database (ORD), a public repository of structured organic reaction records. RXN SMILES: [OH-].[K+].[C:3]([NH:6][NH:7][C:8](=[O:10])[CH3:9])(=[O:5])[CH3:4].[CH2:11]([O:14][CH2:15][CH2:16]Cl)[CH2:12]Cl.C(=O)([O-])[O-].[K+].[K+]>C(O)(C)C.CS(C)=O>[C:3]([N:6]1[N:7]([C:8](=[O:10])[CH3:9])[CH:16]=[CH:15][O:14][CH:11]=[CH:12]1)(=[O:5])[CH3:4] |f:0.1,4.5.6|. Yields the product C(C)(=O)N1C=COC=CN1C(C)=O (4,5-diacetyl-[1,4,5]-oxadiazepine). Conditions: temperature 70 celsius. Procedure: 105.6 g of finely pulverised potassium hydroxide are introduced into a solution of 92.9 g of N,N′-diacetylhydrazine and 1410 g of dimethyl sulfoxide. When the heat of reaction has died away, 229.9 g of 2,2′-dichlorodiethyl ether are added and then 221.1 g of finely ground potassium carbonate are introduced. The reaction mixture is heated to 70° C. and maintained at 70 to 75° C. for 2 hours, then cooled to 20 to 25° C. and filtered, and the filtration residue is washed with dimethyl sulfoxide. Co... The reactants are C([O-])([O-])=O.[K+].[K+] (potassium carbonate), [OH-].[K+] (potassium hydroxide), C(C)(=O)NNC(C)=O (N,N′-diacetylhydrazine), C(CCl)OCCCl (2,2′-dichlorodiethyl ether). The solvent is C(C)(C)O (isopropanol), CS(=O)C (dimethyl sulfoxide). Starting materials: Cl, OC1(c2ccc(F)cc2)CCC2(CC1)OCCO2, C1COCCO1. The product is O=C1CCC(O)(c2ccc(F)cc2)CC1. RXN SMILES: [ClH:19].[F:1][c:2]1[cH:3][cH:4][c:5]([C:8]2([OH:18])[CH2:9][CH2:10][C:11]3([O:12][CH2:15][CH2:14][O:13]3)[CH2:16][CH2:17]2)[cH:6][cH:7]1.[O:20]1[CH2:21][CH2:22][O:23][CH2:24][CH2:25]1>>[F:1][c:2]1[cH:3][cH:4][c:5]([C:8]2([OH:18])[CH2:9][CH2:10][C:11](=[O:12])[CH2:16][CH2:17]2)[cH:6][cH:7]1. The reactants are CC(C)Oc1ccc(-c2nc(Br)ns2)cc1C(F)(F)F, CCc1c(C=O)cccc1B1OC(C)(C)C(C)(C)O1, CN(C)C=O, CCOC(C)=O, [K+], [K+], [K+], O, O=P([O-])([O-])[O-], c1ccc(P(c2ccccc2)(c2ccccc2)[Pd](P(c2ccccc2)(c2ccccc2)c2ccccc2)(P(c2ccccc2)(c2ccccc2)c2ccccc2)P(c2ccccc2)(c2ccccc2)c2ccccc2)cc1. Yields the product CCc1c(C=O)cccc1-c1nsc(-c2ccc(OC(C)C)c(C(F)(F)F)c2)n1. As a reaction SMILES: [Br:1][c:2]1[n:3][s:4][c:5](-[c:7]2[cH:8][c:9]([C:17]([F:18])([F:19])[F:20])[c:10]([O:13][CH:14]([CH3:15])[CH3:16])[cH:11][cH:12]2)[n:6]1.[CH2:21]([CH3:22])[c:23]1[c:24]([CH:25]=[O:26])[cH:27][cH:28][cH:29][c:30]1[B:31]1[O:32][C:33]([CH3:34])([CH3:35])[C:36]([CH3:37])([CH3:38])[O:39]1.[CH3:49][N:50]([CH3:51])[CH:52]=[O:53].[CH3:54][CH2:55][O:56][C:57](=[O:58])[CH3:59].[K+:45].[K+:46].[K+:47].[OH2:48].[P:40]([O-:41])([O-:42])([O-:43])=[O:44].[cH:60]1[cH:61][cH:62][c:63]([P:64]([Pd:65]([P:66]([c:67]2[cH:68][cH:69][cH:70][cH:71][cH:72]2)([c:73]2[cH:74][cH:75][cH:76][cH:77][cH:78]2)[c:79]2[cH:80][cH:81][cH:82][cH:83][cH:84]2)([P:85]([c:86]2[cH:87][cH:88][cH:89][cH:90][cH:91]2)([c:92]2[cH:93][cH:94][cH:95][cH:96][cH:97]2)[c:98]2[cH:99][cH:100][cH:101][cH:102][cH:103]2)[P:104]([c:105]2[cH:106][cH:107][cH:108][cH:109][cH:110]2)([c:111]2[cH:112][cH:113][cH:114][cH:115][cH:116]2)[c:117]2[cH:118][cH:119][cH:120][cH:121][cH:122]2)([c:123]2[cH:124][cH:125][cH:126][cH:127][cH:128]2)[c:129]2[cH:130][cH:131][cH:132][cH:133][cH:134]2)[cH:135][cH:136]1>>[c:2]1(-[c:30]2[c:23]([CH2:21][CH3:22])[c:24]([CH:25]=[O:26])[cH:27][cH:28][cH:29]2)[n:3][s:4][c:5](-[c:7]2[cH:8][c:9]([C:17]([F:18])([F:19])[F:20])[c:10]([O:13][CH:14]([CH3:15])[CH3:16])[cH:11][cH:12]2)[n:6]1. Reactants: CC(C)(C)S(=O)NC(Cc1cc(F)c(F)cc1F)C1CCN(C(=O)CC(=O)NC2CC2)CC1, Cl, C1COCCO1. The product is NC(Cc1cc(F)c(F)cc1F)C1CCN(C(=O)CC(=O)NC2CC2)CC1. As a reaction SMILES: [CH:1]1([NH:4][C:5]([CH2:6][C:7](=[O:8])[N:9]2[CH2:10][CH2:11][CH:12]([CH:15]([CH2:16][c:17]3[c:18]([F:25])[cH:19][c:20]([F:24])[c:21]([F:23])[cH:22]3)[NH:26][S:27]([C:28]([CH3:29])([CH3:30])[CH3:31])=[O:32])[CH2:13][CH2:14]2)=[O:33])[CH2:2][CH2:3]1.[ClH:34].[O:35]1[CH2:36][CH2:37][O:38][CH2:39][CH2:40]1>>[CH:1]1([NH:4][C:5]([CH2:6][C:7](=[O:8])[N:9]2[CH2:10][CH2:11][CH:12]([CH:15]([CH2:16][c:17]3[c:18]([F:25])[cH:19][c:20]([F:24])[c:21]([F:23])[cH:22]3)[NH2:26])[CH2:13][CH2:14]2)=[O:33])[CH2:2][CH2:3]1.